Dataset: the Open Reaction Database (ORD), a public repository of structured organic reaction records. Task: describe an organic reaction: reactants, conditions, products, and yield The reactants are [Cl-], [Cl-], COCl, [Zn+2], O=C(O)CNc1ccccc1. Yields the product O=C(O)CNc1ccc(Cl)cc1. Reaction SMILES: [Cl-:15].[Cl-:17].[Cl:12][O:13][CH3:14].[Zn+2:16].[c:1]1([NH:7][CH2:8][C:9](=[O:10])[OH:11])[cH:2][cH:3][cH:4][cH:5][cH:6]1>>[c:1]1([NH:7][CH2:8][C:9](=[O:10])[OH:11])[cH:2][cH:3][c:4]([Cl:12])[cH:5][cH:6]1.